Dataset: the Open Reaction Database (ORD), a public repository of structured organic reaction records. Task: describe an organic reaction: reactants, conditions, products, and yield RXN SMILES: [C:1]1(B(O)O)[CH:6]=[CH:5][CH:4]=[CH:3][CH:2]=1.Cl[C:11]1[CH:12]=[C:13]([CH:19]=[CH:20][N:21]=1)[C:14]([O:16][CH2:17][CH3:18])=[O:15]>>[C:1]1([C:11]2[CH:12]=[C:13]([CH:19]=[CH:20][N:21]=2)[C:14]([O:16][CH2:17][CH3:18])=[O:15])[CH:6]=[CH:5][CH:4]=[CH:3][CH:2]=1. Reported procedure: Phenylboronic acid (147 mg) and ethyl 2-chloroisonicotinate (200 mg) were treated in the same manner as in Preparation Example 1 to obtain the title compound. The reactants are C1(=CC=CC=C1)B(O)O (Phenylboronic acid), ClC=1C=C(C(=O)OCC)C=CN1 (ethyl 2-chloroisonicotinate). The product is C1(=CC=CC=C1)C=1C=C(C(=O)OCC)C=CN1 (ethyl 2-phenylisonicotinate). Reactants: COC(=O)C1CCCCC1N, N. The product is NC(=O)C1CCCCC1N. RXN SMILES: [CH3:1][O:2][C:3](=[O:4])[CH:5]1[CH:6]([NH2:11])[CH2:7][CH2:8][CH2:9][CH2:10]1.[NH3:12]>>[O:2]=[C:3]([CH:5]1[CH:6]([NH2:11])[CH2:7][CH2:8][CH2:9][CH2:10]1)[NH2:12]. Starting materials: CC1=C(CC(C(C1)C(C1=CC=CC=C1)=O)C(C1=CC=CC=C1)=O)C (1,2-dimethyl-4,5-dibenzoylcyclohexene), C(=O)[O-].[NH4+] (ammonium formate). The solvent is C(C)O (ethanol). Product: C1(=CC=CC=C1)C=1NC(=C2CC(=C(CC12)C)C)C1=CC=CC=C1 (1,3-diphenyl-5,6-dimethyl-4,7-dihydro-2H-isoindole). Reaction SMILES: [CH3:1][C:2]1[CH2:7][CH:6]([C:8](=O)[C:9]2[CH:14]=[CH:13][CH:12]=[CH:11][CH:10]=2)[CH:5]([C:16](=O)[C:17]2[CH:22]=[CH:21][CH:20]=[CH:19][CH:18]=2)[CH2:4][C:3]=1[CH3:24].C([O-])=O.[NH4+:28]>C(O)C>[C:9]1([C:8]2[NH:28][C:16]([C:17]3[CH:22]=[CH:21][CH:20]=[CH:19][CH:18]=3)=[C:5]3[C:6]=2[CH2:7][C:2]([CH3:1])=[C:3]([CH3:24])[CH2:4]3)[CH:14]=[CH:13][CH:12]=[CH:11][CH:10]=1 |f:1.2|. Procedure: A solution containing 4.46 g of 1,2-dimethyl-4,5-dibenzoylcyclohexene (Preparation 1) and 8.81 g of ammonium formate in 70 ml of anhydrous ethanol is heated at reflux for 24 hours. A precipitate is obtained which is filtered off and then dissolved in dichloromethane. The organic phase is washed with water, dried over calcium sulphate and concentrated to allow the isolation of 4 g of the expected product. The reactants are COc1ccccc1N1CCN(CCCCl)CC1, CN(C)C(=O)c1cc(Cl)ccc1N. Yields the product COc1ccccc1N1CCN(CCCNc2ccc(Cl)cc2C(=O)N(C)C)CC1, Cl. Reaction SMILES: [Cl:1][CH2:2][CH2:3][CH2:4][N:5]1[CH2:6][CH2:7][N:8]([c:11]2[c:12]([O:17][CH3:18])[cH:13][cH:14][cH:15][cH:16]2)[CH2:9][CH2:10]1.[NH2:19][c:20]1[c:21]([C:22](=[O:23])[N:24]([CH3:25])[CH3:26])[cH:27][c:28]([Cl:31])[cH:29][cH:30]1>>[CH2:2]([CH2:3][CH2:4][N:5]1[CH2:6][CH2:7][N:8]([c:11]2[c:12]([O:17][CH3:18])[cH:13][cH:14][cH:15][cH:16]2)[CH2:9][CH2:10]1)[NH:19][c:20]1[c:21]([C:22](=[O:23])[N:24]([CH3:25])[CH3:26])[cH:27][c:28]([Cl:31])[cH:29][cH:30]1.[ClH:1]. Reactants: [BH-](OC(=O)C)(OC(=O)C)OC(=O)C.[Na+] (NaBH(OAc)3), ClC=1C=C(C=CC1)[C@@H](CNC1=C(C(NC=C1)=O)C=1NC2=NC(=NC(=C2N1)C)N1CCNCC1)O (4-[2-(3-chloro-phenyl)-2(S)-hydroxy-ethylamino]-3-(6-methyl-2-piperazin-1-yl-9H-purin-8-yl)-1H-pyridin-2-one), C(C)(=O)O (acetic acid), CC(C=O)CC (2-methylbutyraldehyde). Solvent: C1CCOC1 (THF), CN(C)C=O (DMF), CO (MeOH). Conditions: temperature 23 celsius, time 3 hour. Yields the product ClC=1C=C(C=CC1)[C@@H](CNC1=C(C(NC=C1)=O)C=1NC2=NC(=NC(=C2N1)C)N1CCN(CC1)CC(CC)C)O (4-[2-(3-Chloro-phenyl)-2(S)-hydroxy-ethylamino]-3-{6-methyl-2-[4-(2-methyl-butyl)-piperazin-1-yl]-9H-purin-8-yl}-1H-pyridin-2-one). Reaction SMILES: [Cl:1][C:2]1[CH:3]=[C:4]([C@H:8]([OH:34])[CH2:9][NH:10][C:11]2[CH:16]=[CH:15][NH:14][C:13](=[O:17])[C:12]=2[C:18]2[NH:19][C:20]3[C:25]([N:26]=2)=[C:24]([CH3:27])[N:23]=[C:22]([N:28]2[CH2:33][CH2:32][NH:31][CH2:30][CH2:29]2)[N:21]=3)[CH:5]=[CH:6][CH:7]=1.C(O)(=O)C.[CH3:39][CH:40]([CH2:43][CH3:44])[CH:41]=O.[BH-](OC(C)=O)(OC(C)=O)OC(C)=O.[Na+]>C1COCC1.CO.CN(C=O)C>[Cl:1][C:2]1[CH:3]=[C:4]([C@H:8]([OH:34])[CH2:9][NH:10][C:11]2[CH:16]=[CH:15][NH:14][C:13](=[O:17])[C:12]=2[C:18]2[NH:19][C:20]3[C:25]([N:26]=2)=[C:24]([CH3:27])[N:23]=[C:22]([N:28]2[CH2:33][CH2:32][N:31]([CH2:39][CH:40]([CH3:41])[CH2:43][CH3:44])[CH2:30][CH2:29]2)[N:21]=3)[CH:5]=[CH:6][CH:7]=1 |f:3.4|. Reported procedure: To a solution of 4-[2-(3-chloro-phenyl)-2(S)-hydroxy-ethylamino]-3-(6-methyl-2-piperazin-1-yl-9H-purin-8-yl)-1H-pyridin-2-one (20 mg, 0.042 mmol) in a mixture of THF:DMF (1.5 mL:0.5 mL) was added glacial acetic acid (2.3 μl, 0.042 mmol) and 2-methylbutyraldehyde (12 μl, 0.117 mmol). The reaction mixture was stirred at 23° C. for 3 hours followed by the addition of NaBH(OAc)3 (24.9 mg, 0.117 mmol) to the reaction mixture and stirred for an additional 18 hours. MeOH (0.5 mL) was added and the solu... Reactants: [BH4-], CO, CC(=O)c1cc(Br)ccc1N, [Na+], O. The product is CC(O)c1cc(Br)ccc1N. RXN SMILES: [BH4-:12].[CH3:15][OH:16].[NH2:1][c:2]1[c:3]([C:9]([CH3:10])=[O:11])[cH:4][c:5]([Br:8])[cH:6][cH:7]1.[Na+:13].[OH2:14]>>[NH2:1][c:2]1[c:3]([CH:9]([CH3:10])[OH:11])[cH:4][c:5]([Br:8])[cH:6][cH:7]1.